Dataset: the Open Reaction Database (ORD), a public repository of structured organic reaction records. Task: describe an organic reaction: reactants, conditions, products, and yield Starting materials: NC1=C(C=CC=C1)S (o-aminothiophenol), C(C(O)C1=CC=CC=C1)(=O)O (dl-mandelic acid). Run in C=1(C(=CC=CC1)C)C (xylene). Product: OC(C1=CC=CC=C1)C=1SC2=C(N1)C=CC=C2 (2(α-hydroxybenzyl)benzothiazole). RXN SMILES: [NH2:1][C:2]1[CH:7]=[CH:6][CH:5]=[CH:4][C:3]=1[SH:8].[C:9](O)(=O)[CH:10]([C:12]1[CH:17]=[CH:16][CH:15]=[CH:14][CH:13]=1)[OH:11]>C1(C)C(C)=CC=CC=1>[OH:11][CH:10]([C:9]1[S:8][C:3]2[CH:4]=[CH:5][CH:6]=[CH:7][C:2]=2[N:1]=1)[C:12]1[CH:17]=[CH:16][CH:15]=[CH:14][CH:13]=1. Reported procedure: A mixture of o-aminothiophenol (23.5 g) and dl-mandelic acid (25 g) was refluxed in xylene with a Dean-Stark tube for two days. Reactants: ClCCl, CN(C)S(=O)(=O)Cl, CCN(C(C)C)C(C)C, COc1ccc(F)cc1C(=O)c1cnc(NC2CCNCC2)nc1N, C1CCOC1, O. Product: COc1ccc(F)cc1C(=O)c1cnc(NC2CCN(S(=O)(=O)N(C)C)CC2)nc1N. As a reaction SMILES: [CH2:48]([Cl:49])[Cl:50].[CH3:35][N:36]([S:37](=[O:38])(=[O:39])[Cl:40])[CH3:41].[CH:26]([N:27]([CH:28]([CH3:29])[CH3:30])[CH2:31][CH3:32])([CH3:33])[CH3:34].[NH2:1][c:2]1[n:3][c:4]([NH:19][CH:20]2[CH2:21][CH2:22][NH:23][CH2:24][CH2:25]2)[n:5][cH:6][c:7]1[C:8](=[O:9])[c:10]1[c:11]([O:17][CH3:18])[cH:12][cH:13][c:14]([F:16])[cH:15]1.[O:43]1[CH2:44][CH2:45][CH2:46][CH2:47]1.[OH2:42]>>[NH2:1][c:2]1[n:3][c:4]([NH:19][CH:20]2[CH2:21][CH2:22][N:23]([S:37]([N:36]([CH3:35])[CH3:41])(=[O:38])=[O:39])[CH2:24][CH2:25]2)[n:5][cH:6][c:7]1[C:8](=[O:9])[c:10]1[c:11]([O:17][CH3:18])[cH:12][cH:13][c:14]([F:16])[cH:15]1. Starting materials: ClC1=C(C=CC(=C1)Cl)C=1N=C(C(=NC1CC)N[C@H]1[C@H](CC2=CC=CC=C12)O)CC ((1R,2S)-1-{[5-(2,4-dichlorophenyl)-3,6-diethylpyrazin-2-yl]amino}-2,3-dihydro-1H-inden-2-ol), BrC=1N=C(C(=NC1CC)NC1CCOC2=CC=CC=C12)CC (5-bromo-N-(3,4-dihydro-2H-chromen-4-yl)-3,6-diethylpyrazin-2-amine), CC1=C(C=CC(=C1)C)B(O)O (2,4-dimethyl phenyl boronic acid). Reagents/catalysts: [Pd].C1(=CC=CC=C1)P(C1=CC=CC=C1)C1=CC=CC=C1.C1(=CC=CC=C1)P(C1=CC=CC=C1)C1=CC=CC=C1.C1(=CC=CC=C1)P(C1=CC=CC=C1)C1=CC=CC=C1.C1(=CC=CC=C1)P(C1=CC=CC=C1)C1=CC=CC=C1 (tetrakis(triphenylphosphine) palladium). The solvent is COCCOC (ethylene glycol dimethyl ether). The product is O1CCC(C2=CC=CC=C12)NC1=NC(=C(N=C1CC)C1=C(C=C(C=C1)C)C)CC (N-(3,4-dihydro-2H-chromen-4-yl)-5-(2,4-dimethylphenyl)-3,6-diethylpyrazin-2-amine). As a reaction SMILES: ClC1C=C(Cl)C=CC=1C1N=C(CC)C(N[C@@H]2C3C(=CC=CC=3)C[C@@H]2O)=NC=1CC.Br[C:31]1[N:32]=[C:33]([CH2:50][CH3:51])[C:34]([NH:39][CH:40]2[C:49]3[C:44](=[CH:45][CH:46]=[CH:47][CH:48]=3)[O:43][CH2:42][CH2:41]2)=[N:35][C:36]=1[CH2:37][CH3:38].[CH3:52][C:53]1[CH:58]=[C:57]([CH3:59])[CH:56]=[CH:55][C:54]=1B(O)O>[Pd].C1(P(C2C=CC=CC=2)C2C=CC=CC=2)C=CC=CC=1.C1(P(C2C=CC=CC=2)C2C=CC=CC=2)C=CC=CC=1.C1(P(C2C=CC=CC=2)C2C=CC=CC=2)C=CC=CC=1.C1(P(C2C=CC=CC=2)C2C=CC=CC=2)C=CC=CC=1.COCCOC>[O:43]1[C:44]2[C:49](=[CH:48][CH:47]=[CH:46][CH:45]=2)[CH:40]([NH:39][C:34]2[C:33]([CH2:50][CH3:51])=[N:32][C:31]([C:54]3[CH:55]=[CH:56][C:57]([CH3:59])=[CH:58][C:53]=3[CH3:52])=[C:36]([CH2:37][CH3:38])[N:35]=2)[CH2:41][CH2:42]1 |f:3.4.5.6.7|. Procedure details: Following the procedure for the preparation of (1R,2S)-1-{[5-(2,4-dichlorophenyl)-3,6-diethylpyrazin-2-yl]amino}-2,3-dihydro-1H-inden-2-ol but substituting 5-bromo-N-(3,4-dihydro-2H-chromen-4-yl)-3,6-diethylpyrazin-2-amine, ethylene glycol dimethyl ether, 2,4-dimethyl phenyl boronic acid and tetrakis(triphenylphosphine) palladium and making non-critical variations provided the title compound as a oil: 1H NMR (300 MHz, CDCl3) δ) 7.38, 7.22, 7.11-6.90, 5.38, 4.58, 4.31, 2.68, 2.53, 2.37, 2.26, 2.1... Yields the product CCOC(COc1ccccc1)OCC. Starting materials: CCOC(CBr)OCC, CN1CCCN(C)C1=O, [H-], [Na+], Oc1ccccc1. As a reaction SMILES: [CH2:10]([CH3:11])[O:12][CH:13]([CH2:14][Br:15])[O:16][CH2:17][CH3:18].[CH3:19][N:20]1[CH2:21][CH2:22][CH2:23][N:24]([CH3:25])[C:26]1=[O:27].[H-:1].[Na+:2].[OH:3][c:4]1[cH:5][cH:6][cH:7][cH:8][cH:9]1>>[O:3]([c:4]1[cH:5][cH:6][cH:7][cH:8][cH:9]1)[CH2:14][CH:13]([O:12][CH2:10][CH3:11])[O:16][CH2:17][CH3:18]. Starting materials: NC1=NC(=C(C=C1)Br)C (2-amino-5-bromo-6-methylpyridine), N1(CCCCC1)S(=O)(=O)C1=CC=C(C=C1)S (4-(N -piperidinylsulfonyl)thiophenol), ClC1=C(C=CC(=C1)C(F)(F)F)S(=O)(=O)Cl (2-chloro-4-trifluoromethylphenylsulfonyl chloride). Product: ClC1=C(C=CC(=C1)C(F)(F)F)S(=O)(=O)NC1=NC(=C(C=C1)SC1=CC=C(C=C1)S(=O)(=O)N1CCCCC1)C (2-Chloro-N-{6-methyl-5-[4-(piperidine-1-sulfonyl) -phenylsulfanyl]-pyridin-2-yl}-4-trifluoromethyl-benzenesulfonamide). As a reaction SMILES: [NH2:1][C:2]1[CH:7]=[CH:6][C:5](Br)=[C:4]([CH3:9])[N:3]=1.[N:10]1([S:16]([C:19]2[CH:24]=[CH:23][C:22]([SH:25])=[CH:21][CH:20]=2)(=[O:18])=[O:17])[CH2:15][CH2:14][CH2:13][CH2:12][CH2:11]1.[Cl:26][C:27]1[CH:32]=[C:31]([C:33]([F:36])([F:35])[F:34])[CH:30]=[CH:29][C:28]=1[S:37](Cl)(=[O:39])=[O:38]>>[Cl:26][C:27]1[CH:32]=[C:31]([C:33]([F:35])([F:34])[F:36])[CH:30]=[CH:29][C:28]=1[S:37]([NH:1][C:2]1[CH:7]=[CH:6][C:5]([S:25][C:22]2[CH:21]=[CH:20][C:19]([S:16]([N:10]3[CH2:11][CH2:12][CH2:13][CH2:14][CH2:15]3)(=[O:18])=[O:17])=[CH:24][CH:23]=2)=[C:4]([CH3:9])[N:3]=1)(=[O:39])=[O:38]. Procedure: Prepared from 2-amino-5-bromo-6-methylpyridine and 4-(N -piperidinylsulfonyl)thiophenol according to General Method 11 step 1 followed by reaction with 2-chloro-4-trifluoromethylphenylsulfonyl chloride according to General Method 11 step 2. 1H NMR (CDCl3): 8.21 (1 H, d, J 10 Hz, Ar CH ortho to SO2NH), 7.61-7.45 (5 H, m, Ar CH's), 6.96 (2 H, d, J 9 Hz, Ar CH's), 6.76 (1 H, d, J 11 Hz, Ar CH), 2.86-2.78 (4H, m, CH2NCH2), 2.34 (3H, s, CH3), 1.53-1.41 (4 H, m, CH2CH2CH2CH2CH2), 1.33-1.20 (2 H, m, CH... Reactants: solution, [F-].C(CCC)[N+](CCCC)(CCCC)CCCC (tetrabutylammonium fluoride), CC(C)(C)OC(=O)N1CC2=CC(=C(C=C2CC1)OC)O[Si](C)(C)C(C)(C)C (3,4-dihydro-7-[[(1,1-dimethylethyl)dimethylsilyl]oxy]-6-methoxy-2(1H)isoquinolinecarboxylic acid-1,1-dimethylethyl ester). Solvent: O1CCCC1 (tetrahydrofuran). Conditions: temperature 0 celsius. Yields the product CC(C)(C)OC(=O)N1CC2=CC(=C(C=C2CC1)OC)O (3,4-Dihydro-7-hydroxy-6-methoxy-2(1H)-isoquinolinecarboxylic acid 1,1-dimethylethyl ester). RXN SMILES: [CH3:1][C:2]([O:5][C:6]([N:8]1[CH2:17][CH2:16][C:15]2[C:10](=[CH:11][C:12]([O:20][Si](C(C)(C)C)(C)C)=[C:13]([O:18][CH3:19])[CH:14]=2)[CH2:9]1)=[O:7])([CH3:4])[CH3:3].[F-].C([N+](CCCC)(CCCC)CCCC)CCC>O1CCCC1>[CH3:4][C:2]([O:5][C:6]([N:8]1[CH2:17][CH2:16][C:15]2[C:10](=[CH:11][C:12]([OH:20])=[C:13]([O:18][CH3:19])[CH:14]=2)[CH2:9]1)=[O:7])([CH3:1])[CH3:3] |f:1.2|. Procedure: A 6.0 g portion of 3,4-dihydro-7-[[(1,1-dimethylethyl)dimethylsilyl]oxy]-6-methoxy-2(1H)isoquinolinecarboxylic acid-1,1-dimethylethyl ester is dissolved in 30 mL tetrahydrofuran and cooled to 0° C. To this is added 22.8 mL of a 1.0M solution of tetrabutylammonium fluoride, while stirring. The reaction mixture is brought to room temperature, and stirred for three hours. The reaction is quenched with 10 mL saturated sodium bicarbonate solution and 10 mL water, followed by the addition of 20 mL die... The reactants are N1C(=O)NC(=O)C(C)=C1 (Thymine), C(C=C)(=O)OCC (ethyl acrylate), [OH-].[Na+] (sodium hydroxide). The solvent is CO (methanol). The product is COC(CCN1C(=O)NC(=O)C(C)=C1)=O (3-(1-Thyminyl)-propanoic acid methyl ester). Reaction SMILES: [NH:1]1[CH:9]=[C:7]([CH3:8])[C:5](=[O:6])[NH:4][C:2]1=[O:3].[C:10]([O:14][CH2:15]C)(=[O:13])[CH:11]=[CH2:12].[OH-].[Na+]>CO>[CH3:15][O:14][C:10](=[O:13])[CH2:11][CH2:12][N:1]1[CH:9]=[C:7]([CH3:8])[C:5](=[O:6])[NH:4][C:2]1=[O:3] |f:2.3|. Procedure details: Thymine (14.0 g, 0.11 mol) was suspended in methanol. ethyl acrylate (39.6 ml, 0.44 mol) was added, along with catalytic amounts of sodium hydroxide. The solution was refluxed in the dark for 45 h, evaporated to dryness, in vacuo, and the residue dissolved in methanol (8 ml) with heating. After cooling on an ice bath, the product was precipitated by addition of ether (20 ml), isolated by filtration, washed with ether (3×15 ml), and dried over sicapent, in vacuo. Yield 11.23 g (48%). M.p. 112–119... Reactants: S1C=NC=C1C1=CC=C(C=C1)CN(C[C@@H]([C@H](CC1=CC=CC=C1)NC([C@@H](NC(=O)OC)C(C)(C)C)=O)O)N (1-[4-(thiazol-5-yl)-phenyl]-4(S)-hydroxy-2-amino-5(S)-N-(N-methoxycarbonyl-(L)-tert-leucyl)amino-6-phenyl-2-azahexane), CN1CCOCC1 (NMM), COC(=O)N[C@@H]([C@@H](C)CC)C(=O)O (N-methoxycarbonyl-(L)-iso-leucine), [B-](F)(F)(F)F.CN(C)C(=[N+](C)C)ON1C=CC=CC1=O (TPTU). Product: S1C=NC=C1C1=CC=C(C=C1)CN(C[C@@H]([C@H](CC1=CC=CC=C1)NC([C@@H](NC(=O)OC)C(C)(C)C)=O)O)NC([C@@H](NC(=O)OC)[C@@H](C)CC)=O (1-[4-(Thiazol-5-yl)-phenyl]-4(S)-hydroxy-2-N-(N-methoxycarbonyl-(L)-iso-leucyl)amino-5(S)-N-(N-methoxycarbonyl-(L)-tert-leucyl)amino-6-phenyl-2-azahexane). Reaction conditions: time 14 hour. Run in CN(C)C=O (DMF), CN(C)C=O (DMF). Procedure: Under an argon atmosphere, 292 mg of 1-[4-(thiazol-5-yl)-phenyl]-4(S)-hydroxy-2-amino-5(S)-N-(N-methoxycarbonyl-(L)-tert-leucyl)amino-6-phenyl-2-azahexane (Example 2d) and 165 μl (1.5 mmol) of NMM in 4.8 ml of DMF are added to 113 mg of N-methoxycarbonyl-(L)-iso-leucine and 149 mg (0.50 mmol) of TPTU in 2.5 ml of DMF, and the midure is stirred at room temperature for 14 hours and worked up analogously to Example 3, yielding the title compound: m.p: 139-141° C.; TLC: Rf=0.7 (methylene chloride/me... As a reaction SMILES: [S:1]1[C:5]([C:6]2[CH:11]=[CH:10][C:9]([CH2:12][N:13]([NH2:38])[CH2:14][C@H:15]([OH:37])[C@@H:16]([NH:24][C:25](=[O:36])[C@H:26]([C:32]([CH3:35])([CH3:34])[CH3:33])[NH:27][C:28]([O:30][CH3:31])=[O:29])[CH2:17][C:18]3[CH:23]=[CH:22][CH:21]=[CH:20][CH:19]=3)=[CH:8][CH:7]=2)=[CH:4][N:3]=[CH:2]1.CN1CCOCC1.[CH3:46][O:47][C:48]([NH:50][C@H:51]([C:56](O)=[O:57])[C@H:52]([CH2:54][CH3:55])[CH3:53])=[O:49].[B-](F)(F)(F)F.CN(C(ON1C(=O)C=CC=C1)=[N+](C)C)C>CN(C=O)C>[S:1]1[C:5]([C:6]2[CH:7]=[CH:8][C:9]([CH2:12][N:13]([NH:38][C:56](=[O:57])[C@H:51]([C@H:52]([CH2:54][CH3:55])[CH3:53])[NH:50][C:48]([O:47][CH3:46])=[O:49])[CH2:14][C@H:15]([OH:37])[C@@H:16]([NH:24][C:25](=[O:36])[C@H:26]([C:32]([CH3:34])([CH3:35])[CH3:33])[NH:27][C:28]([O:30][CH3:31])=[O:29])[CH2:17][C:18]3[CH:23]=[CH:22][CH:21]=[CH:20][CH:19]=3)=[CH:10][CH:11]=2)=[CH:4][N:3]=[CH:2]1 |f:3.4|. Starting materials: O=C(N=NC(=O)OCc1ccccc1)OCc1ccccc1, C1CCOC1, OC1CCCCC1, c1ccc(P(c2ccccc2)c2ccccc2)cc1, Oc1ccc2[nH]ncc2c1. Yields the product c1cc2[nH]ncc2cc1OC1CCCCC1. Reaction SMILES: [N:27]([C:28]([O:29][CH2:30][c:31]1[cH:32][cH:33][cH:34][cH:35][cH:36]1)=[O:37])=[N:38][C:39]([O:40][CH2:41][c:42]1[cH:43][cH:44][cH:45][cH:46][cH:47]1)=[O:48].[O:59]1[CH2:60][CH2:61][CH2:62][CH2:63]1.[OH:1][CH:2]1[CH2:3][CH2:4][CH2:5][CH2:6][CH2:7]1.[c:8]1([P:9]([c:10]2[cH:11][cH:12][cH:13][cH:14][cH:15]2)[c:16]2[cH:17][cH:18][cH:19][cH:20][cH:21]2)[cH:22][cH:23][cH:24][cH:25][cH:26]1.[nH:49]1[n:50][cH:51][c:52]2[cH:53][c:54]([OH:58])[cH:55][cH:56][c:57]12>>[O:1]([CH:2]1[CH2:3][CH2:4][CH2:5][CH2:6][CH2:7]1)[c:54]1[cH:53][c:52]2[cH:51][n:50][nH:49][c:57]2[cH:56][cH:55]1.